The task is: describe an organic reaction: reactants, conditions, products, and yield. This data is from the Open Reaction Database (ORD), a public repository of structured organic reaction records. Starting materials: O (water), O (Water), S([O-])(O)=O.[Na+] (sodium bisulfite), acid, C1=CC2=C1C=CC=C2C=O (3-benzocyclobutene aldehyde), starch iodide. Solvent: C(C)#N (acetonitrile). Conditions: temperature 0 celsius, time 2 hour. Product: OC12C(CC1)C=CC=C2 (3-hydroxybenzocyclobutene). Isolated yield 70.0%. RXN SMILES: O.[CH:2]1[C:5]2[CH:6]=[CH:7][CH:8]=[C:9](C=O)[C:4]=2[CH:3]=1.S(=O)(O)[O-:13].[Na+]>C(#N)C>[OH:13][C:5]12[CH:6]=[CH:7][CH:8]=[CH:9][CH:4]1[CH2:3][CH2:2]2 |f:2.3|. Procedure details: A solution of the thus prepared permonophosphoric acid (18 mL, 1.2M) in acetonitrile was added to a flask equipped with ice bath, stirrer and water-cooled condenser. To the stirred solution was added 3-benzocyclobutene aldehyde (5 g, 0.037 moles) dropwise over a period of 30 minutes. The reaction mixture was stirred for an additional 2 hours and cooled to 0° C. Water (20 mL) was added to the cooled reaction mixture, followed by the addition of sodium bisulfite solution until the reaction mixture... The reactants are COC(=O)C1(CN(c2nc(Cl)ncc2[N+](=O)[O-])C2CCCC2)CC1, CCOC(C)=O, [H][H]. Yields the product COC(=O)C1(CN(c2nc(Cl)ncc2N)C2CCCC2)CC1. RXN SMILES: [CH3:1][O:2][C:3](=[O:4])[C:5]1([CH2:8][N:9]([CH:10]2[CH2:11][CH2:12][CH2:13][CH2:14]2)[c:15]2[n:16][c:17]([Cl:24])[n:18][cH:19][c:20]2[N+:21]([O-:22])=[O:23])[CH2:6][CH2:7]1.[CH3:27][CH2:28][O:29][C:30](=[O:31])[CH3:32].[H:25][H:26]>>[CH3:1][O:2][C:3](=[O:4])[C:5]1([CH2:8][N:9]([CH:10]2[CH2:11][CH2:12][CH2:13][CH2:14]2)[c:15]2[n:16][c:17]([Cl:24])[n:18][cH:19][c:20]2[NH2:21])[CH2:6][CH2:7]1. Starting materials: C1(CCCCC1)CSC1=CC=CC(=N1)C(=O)OC (methyl 6-((cyclohexylmethyl)thio)picolinate), CC#N (CH3CN). Product: C1(CCCCC1)CSC1=CC=CC(=N1)C(CC#N)=O (3-(6-((cyclohexylmethyl)thio)pyridin-2-yl)-3-oxopropanenitrile). Reaction SMILES: [CH:1]1([CH2:7][S:8][C:9]2[N:14]=[C:13]([C:15]([O:17]C)=O)[CH:12]=[CH:11][CH:10]=2)[CH2:6][CH2:5][CH2:4][CH2:3][CH2:2]1.[CH3:19][C:20]#[N:21]>>[CH:1]1([CH2:7][S:8][C:9]2[N:14]=[C:13]([C:15](=[O:17])[CH2:19][C:20]#[N:21])[CH:12]=[CH:11][CH:10]=2)[CH2:2][CH2:3][CH2:4][CH2:5][CH2:6]1. Reported procedure: Addition of CH3CN to methyl 6-((cyclohexylmethyl)thio)picolinate following the method used in Example 6 gave 3-(6-((cyclohexylmethyl)thio)pyridin-2-yl)-3-oxopropanenitrile as a yellow oil which was used in the next step without further purification. Yield (0.63 g, quant.). Solvent: O (water). Reactants: C(C)(=O)C1=CC=CC=C1 (acetophenone), C(C)OC(C1=CC=C(C=C1)N)=O (ethyl-p-aminobenzoate), C1=CC=CC=C1 (benzene). Yields the product CC(C1=CC=CC=C1)=NC1=CC=C(C=C1)C(=O)OCC (N-(α-methyl benzylidene)-p-carbethoxy aniline). Reported procedure: A solution of acetophenone (44 ml), ethyl-p-aminobenzoate (60 g), benzene (100 ml) was refluxed in the presence of molecular sieve (100 g) with continuous removal of water. The crude product was purified by crystallizing it from ethanol to give N-(α-methyl benzylidene)-p-carbethoxy aniline (XI). XI had a m.p. of 87° C. Reaction SMILES: [C:1]([C:4]1[CH:9]=[CH:8][CH:7]=[CH:6][CH:5]=1)(=O)[CH3:2].[CH2:10]([O:12][C:13](=[O:21])[C:14]1[CH:19]=[CH:18][C:17]([NH2:20])=[CH:16][CH:15]=1)[CH3:11].C1C=CC=CC=1>O>[CH3:2][C:1](=[N:20][C:17]1[CH:18]=[CH:19][C:14]([C:13]([O:12][CH2:10][CH3:11])=[O:21])=[CH:15][CH:16]=1)[C:4]1[CH:9]=[CH:8][CH:7]=[CH:6][CH:5]=1.